This data is from the Open Reaction Database (ORD), a public repository of structured organic reaction records. The task is: describe an organic reaction: reactants, conditions, products, and yield Starting materials: [AlH4-].[Li+] (Lithium tetrahydroaluminate), C(C)OC(CN1N=C(N=C1CCC1=NN2C(C(=CC=C2C)OC)=N1)C1=CC=CC=C1)=O ({5-[2-(8-Methoxy-5-methyl-[1,2,4]triazolo[1,5-a]pyridin-2-yl)-ethyl]-3-phenyl-1,2,4-triazol-1-yl}-acetic acid ethyl ester). Run in O1CCCC1 (Tetrahydrofuran), O1CCCC1 (Tetrahydrofuran), C1CCOC1 (THF). Conditions: time 3 hour. The product is COC=1C=2N(C(=CC1)C)N=C(N2)CCC2=NC(=NN2CCO)C2=CC=CC=C2 (2-{5-[2-(8-Methoxy-5-methyl-[1,2,4]triazolo[1,5-a]pyridin-2-yl)-ethyl]-3-phenyl-[1,2,4]triazol-1-yl}-ethanol). Reaction SMILES: [AlH4-].[Li+].C([O:5][C:6](=O)[CH2:7][N:8]1[C:12]([CH2:13][CH2:14][C:15]2[N:26]=[C:18]3[C:19]([O:24][CH3:25])=[CH:20][CH:21]=[C:22]([CH3:23])[N:17]3[N:16]=2)=[N:11][C:10]([C:27]2[CH:32]=[CH:31][CH:30]=[CH:29][CH:28]=2)=[N:9]1)C>O1CCCC1>[CH3:25][O:24][C:19]1[C:18]2[N:17]([N:16]=[C:15]([CH2:14][CH2:13][C:12]3[N:8]([CH2:7][CH2:6][OH:5])[N:9]=[C:10]([C:27]4[CH:32]=[CH:31][CH:30]=[CH:29][CH:28]=4)[N:11]=3)[N:26]=2)[C:22]([CH3:23])=[CH:21][CH:20]=1 |f:0.1|. Procedure: 1M of Lithium tetrahydroaluminate in Tetrahydrofuran (5.0 mL) was added to a stirred solution of {5-[2-(8-Methoxy-5-methyl-[1,2,4]triazolo[1,5-a]pyridin-2-yl)-ethyl]-3-phenyl-1,2,4-triazol-1-yl}-acetic acid ethyl ester (950 mg, 2.2 mmol) in Tetrahydrofuran (3 mL) at rt. The reaction is exothermic. The solution was stirred at rt under Ar 3 h. The solution was diluted with THF (10 ml) and quenched by adding wet Na2SO4. The solution was filtered through dry Na2SO4, and was rotovaped. The crude prod... Reactants: C(C)(=O)C1=CC=C(C(=C1NC(=O)C=1N=C(SC1)NC(C)C)Cl)OCC(OC)OC (2-Isopropylamino-thiazole-4-carboxylic acid [6-acetyl-2-chloro-3-(2,2-dimethoxy-ethoxy)-phenyl]-amide), [H-].[Na+] (NaH), CC(=O)O (AcOH). Solvent: C1(=CC=CC=C1)C (toluene), O (H2O). Reaction conditions: time 1 hour. Yields the product ClC=1C(=CC=C2C(=CC(=NC12)C=1N=C(SC1)NC(C)C)O)OCC(OC)OC (8-chloro-7-(2,2-dimethoxy-ethoxy)-2-(2-isopropylaminothiazol-4-yl)-quinolin-4-ol). The yield is 86.9%. As a reaction SMILES: [C:1]([C:4]1[C:9]([NH:10][C:11]([C:13]2[N:14]=[C:15]([NH:18][CH:19]([CH3:21])[CH3:20])[S:16][CH:17]=2)=O)=[C:8]([Cl:22])[C:7]([O:23][CH2:24][CH:25]([O:28][CH3:29])[O:26][CH3:27])=[CH:6][CH:5]=1)(=[O:3])[CH3:2].[H-].[Na+].CC(O)=O>C1(C)C=CC=CC=1.O>[Cl:22][C:8]1[C:7]([O:23][CH2:24][CH:25]([O:28][CH3:29])[O:26][CH3:27])=[CH:6][CH:5]=[C:4]2[C:9]=1[N:10]=[C:11]([C:13]1[N:14]=[C:15]([NH:18][CH:19]([CH3:21])[CH3:20])[S:16][CH:17]=1)[CH:2]=[C:1]2[OH:3] |f:1.2|. Procedure: 2-Isopropylamino-thiazole-4-carboxylic acid [6-acetyl-2-chloro-3-(2,2-dimethoxy-ethoxy)-phenyl]-amide (18 g, 40.7 mmol) was suspended in toluene (400 ml). NaH (2.4 g, 61 mmol) was added to the vigorously stirred mixture while monitoring H2 evolution. The mixture became a clear solution during heating to reflux. After refluxing for 3 h, the mixture was cooled to room temperature. A solution of AcOH (69.2 mmol) in H2O (3 vol) was added to the mixture. After vigorous agitation for 1 h at 0° C., the... Reactants: NC1=CC=C2C(=N1)C(=CN2)C2CCN(CC2)C(=O)OC(C)(C)C (5-amino-3-(1-tert-butoxycarbonylpiperidin-4-yl)pyrrolo[3,2-b]pyridine), S1C(=CC=C1)C(=O)Cl (2-thiophenecarbonyl chloride). Yields the product S1C(=CC=C1)C(=O)NC1=CC=C2C(=N1)C(=CN2)C2CCNCC2 (5-(N-[2-thiophenecarbonyl]amino)-3-(piperidin-4-yl)pyrrolo[3,2-b]pyridine). As a reaction SMILES: [NH2:1][C:2]1[N:7]=[C:6]2[C:8]([CH:11]3[CH2:16][CH2:15][N:14](C(OC(C)(C)C)=O)[CH2:13][CH2:12]3)=[CH:9][NH:10][C:5]2=[CH:4][CH:3]=1.[S:24]1[CH:28]=[CH:27][CH:26]=[C:25]1[C:29](Cl)=[O:30]>>[S:24]1[CH:28]=[CH:27][CH:26]=[C:25]1[C:29]([NH:1][C:2]1[N:7]=[C:6]2[C:8]([CH:11]3[CH2:12][CH2:13][NH:14][CH2:15][CH2:16]3)=[CH:9][NH:10][C:5]2=[CH:4][CH:3]=1)=[O:30]. Procedure details: Beginning with 0.015 gm (0.047 mMol) 5-amino-3-(1-tert-butoxycarbonylpiperidin-4-yl)pyrrolo[3,2-b]pyridine and 0.006 mL (0.062 mMol) 2-thiophenecarbonyl chloride, the title compound was prepared. The reactants are C(=O)(OCC1=CC=CC=C1)NCCC[C@H](N)C(=O)O (Nδ-Cbz-L-ornithine), C(C)NCC (diethylamine), CCN=C=NCCCN(C)C.Cl (WSCI hydrochloride), C(=O)(OC(C)(C)C)N(CC1=NC=CC=C1)CC=1N=CC(=NC1)C(=O)O (5-(N-Boc-N-2-picolylaminomethyl)pyrazine-2-carboxylic acid). Reagents/catalysts: CN(C)C=1C=CN=CC1 (DMAP). Solvent: CN(C)C=O (DMF), CN(C)C=O (DMF), CN(C)C=O (DMF). Reaction conditions: time 1 hour. Yields the product C(=O)(OC(C)(C)C)N(CC1=NC=CC=C1)CC=1N=CC(=NC1)C(=O)N[C@@H](CCCNC(=O)OCC1=CC=CC=C1)C(=O)O (Nα-(5-(N-Boc-N-2-picolylaminomethyl)pyrazine-2-carbonyl)-Nδ-Cbz-L-ornithine). As a reaction SMILES: [C:1]([NH:11][CH2:12][CH2:13][CH2:14][C@@H:15]([C:17]([OH:19])=[O:18])[NH2:16])([O:3][CH2:4][C:5]1[CH:10]=[CH:9][CH:8]=[CH:7][CH:6]=1)=[O:2].C(NCC)C.CCN=C=NCCCN(C)C.Cl.[C:37]([N:44]([CH2:52][C:53]1[N:54]=[CH:55][C:56]([C:59](O)=[O:60])=[N:57][CH:58]=1)[CH2:45][C:46]1[CH:51]=[CH:50][CH:49]=[CH:48][N:47]=1)([O:39][C:40]([CH3:43])([CH3:42])[CH3:41])=[O:38]>CN(C=O)C.CN(C1C=CN=CC=1)C>[C:37]([N:44]([CH2:52][C:53]1[N:54]=[CH:55][C:56]([C:59]([NH:16][C@H:15]([C:17]([OH:19])=[O:18])[CH2:14][CH2:13][CH2:12][NH:11][C:1]([O:3][CH2:4][C:5]2[CH:10]=[CH:9][CH:8]=[CH:7][CH:6]=2)=[O:2])=[O:60])=[N:57][CH:58]=1)[CH2:45][C:46]1[CH:51]=[CH:50][CH:49]=[CH:48][N:47]=1)([O:39][C:40]([CH3:43])([CH3:42])[CH3:41])=[O:38] |f:2.3|. Procedure: The compound obtained in Example 8-6 (160 mg) was dissolved in DMF (3.2 ml) and diethylamine (0.32 ml) was added. After one hour, the reaction solution was concebtrated and the residue obtained was dissolved in DMF (1 ml). Then, WSCI hydrochloride (73 mg), DMAP (31 mg), and a solution of the compound obtained in Example 13-3 in DMF (1 ml) were sequentially added. After 15 hours, the reaction solution was concentrated. After the addition of chloroform and 1 mol/l hydrochloric acid, the residue wa... Reactants: ClC1=C(C=CC=C1)[C@@H](C)OC(NC=1C(=NOC1C1=CC(=C(C=C1)Br)F)C)=O ([5-(4-bromo-3-fluoro-phenyl)-3-methyl-isoxazol-4-yl]-carbamic acid (R)-1-(2-chloro-phenyl)-ethyl ester), C(C)OC(CC1=CC=C(C=C1)B1OC(C(O1)(C)C)(C)C)=O ([4-(4,4,5,5-tetramethyl-[1,3,2]dioxaborolan-2-yl)-phenyl]-acetic acid ethyl ester). Product: C(C)OC(CC1=CC=C(C=C1)C1=C(C=C(C=C1)C1=C(C(=NO1)C)NC(=O)O[C@H](C)C1=C(C=CC=C1)Cl)F)=O ((4′-{4-[(R)-1-(2-chloro-phenyl)-ethoxycarbonylamino]-3-methyl-isoxazol-5-yl}-2′-fluoro-biphenyl-4-yl)-acetic acid ethyl ester). Reaction SMILES: [Cl:1][C:2]1[CH:7]=[CH:6][CH:5]=[CH:4][C:3]=1[C@H:8]([O:10][C:11](=[O:27])[NH:12][C:13]1[C:14]([CH3:26])=[N:15][O:16][C:17]=1[C:18]1[CH:23]=[CH:22][C:21](Br)=[C:20]([F:25])[CH:19]=1)[CH3:9].[CH2:28]([O:30][C:31](=[O:48])[CH2:32][C:33]1[CH:38]=[CH:37][C:36](B2OC(C)(C)C(C)(C)O2)=[CH:35][CH:34]=1)[CH3:29]>>[CH2:28]([O:30][C:31](=[O:48])[CH2:32][C:33]1[CH:38]=[CH:37][C:36]([C:21]2[CH:22]=[CH:23][C:18]([C:17]3[O:16][N:15]=[C:14]([CH3:26])[C:13]=3[NH:12][C:11]([O:10][C@@H:8]([C:3]3[CH:4]=[CH:5][CH:6]=[CH:7][C:2]=3[Cl:1])[CH3:9])=[O:27])=[CH:19][C:20]=2[F:25])=[CH:35][CH:34]=1)[CH3:29]. Procedure details: Following the procedure described in Example 36, Step 6, [5-(4-bromo-3-fluoro-phenyl)-3-methyl-isoxazol-4-yl]-carbamic acid (R)-1-(2-chloro-phenyl)-ethyl ester and [4-(4,4,5,5-tetramethyl-[1,3,2]dioxaborolan-2-yl)-phenyl]-acetic acid ethyl ester were reacted to provide (4′-{4-[(R)-1-(2-chloro-phenyl)-ethoxycarbonylamino]-3-methyl-isoxazol-5-yl}-2′-fluoro-biphenyl-4-yl)-acetic acid ethyl ester, which was hydrolyzed to the acid as described in Example 36, Step 7. Reactants: C(C)(=O)OCC (ethyl acetate), C(CCC)C1=NC(=C(C(N1)=O)CC(C(C)(C)C)=O)C (2-butyl-5-(3,3-dimethyl-2-oxobutyl)-6-methylpyrimidin-4(3H)-one), BrCC1=CC=C(C=C1)C=1C(=CC=CC1)C#N (4′-(bromomethyl)biphenyl-2-carbonitrile), C([O-])([O-])=O.[K+].[K+] (potassium carbonate). The solvent is O (water), CN(C=O)C (N,N-dimethylformamide). Conditions: temperature 80 celsius, time 24 hour. The product is C(CCC)C=1N(C(C(=C(N1)C)CC(C(C)(C)C)=O)=O)CC1=CC=C(C=C1)C=1C(=CC=CC1)C#N (4′-{[2-butyl-5-(3,3-dimethyl-2-oxobutyl)-4-methyl-6-oxopyrimidin-1(6H)-yl]methyl}biphenyl-2-carbonitrile). As a reaction SMILES: [CH2:1]([C:5]1[NH:10][C:9](=[O:11])[C:8]([CH2:12][C:13](=[O:18])[C:14]([CH3:17])([CH3:16])[CH3:15])=[C:7]([CH3:19])[N:6]=1)[CH2:2][CH2:3][CH3:4].Br[CH2:21][C:22]1[CH:27]=[CH:26][C:25]([C:28]2[C:29]([C:34]#[N:35])=[CH:30][CH:31]=[CH:32][CH:33]=2)=[CH:24][CH:23]=1.C(=O)([O-])[O-].[K+].[K+].C(OCC)(=O)C>CN(C)C=O.O>[CH2:1]([C:5]1[N:10]([CH2:21][C:22]2[CH:23]=[CH:24][C:25]([C:28]3[C:29]([C:34]#[N:35])=[CH:30][CH:31]=[CH:32][CH:33]=3)=[CH:26][CH:27]=2)[C:9](=[O:11])[C:8]([CH2:12][C:13](=[O:18])[C:14]([CH3:17])([CH3:16])[CH3:15])=[C:7]([CH3:19])[N:6]=1)[CH2:2][CH2:3][CH3:4] |f:2.3.4|. Procedure details: To a solution of 2-butyl-5-(3,3-dimethyl-2-oxobutyl)-6-methylpyrimidin-4(3H)-one (0.48 g) and 4′-(bromomethyl)biphenyl-2-carbonitrile (0.99 g) in N,N-dimethylformamide (9 mL) was added potassium carbonate (0.75 g), and the mixture was stirred at 80° C. for 24 hr. The reaction mixture was allowed to cool to room temperature, ethyl acetate and water were added, and the aqueous layer was extracted with ethyl acetate. The organic layer was washed with saturated brine and dried over anhydrous magnesi... The reactants are ClC1=CC=C(CNC(=O)C2=CN(C3=CC=C(C=C3C2=O)CN2CCOCC2)CSC)C=C1 (N-(4-chlorobenzyl)-1-[(methylsulfanyl)methyl]-6-(4-morpholinylmethyl)-4-oxo-1,4-dihydro-3-quinolinecarboxamide), O.C1(=CC=C(C=C1)S(=O)(=O)O)C (p-toluenesulfonic acid hydrate), ClC=1C=C(C(=O)OO)C=CC1 (m-chloroperoxybenzoic acid). Solvent: ClCCl (dichloromethane), ClCCl (dichloromethane). Reaction conditions: time 1 hour. Product: ClC1=CC=C(CNC(=O)C2=CN(C3=CC=C(C=C3C2=O)CN2CCOCC2)CS(=O)C)C=C1 (N-(4-Chlorobenzyl)-1-[(methylsulfinyl)methyl]-6-(4-morpholinylmethyl)-4-oxo-1,4-dihydro-3-quinolinecarboxamide). The yield is 76.0%. Reaction SMILES: [Cl:1][C:2]1[CH:32]=[CH:31][C:5]([CH2:6][NH:7][C:8]([C:10]2[C:19](=[O:20])[C:18]3[C:13](=[CH:14][CH:15]=[C:16]([CH2:21][N:22]4[CH2:27][CH2:26][O:25][CH2:24][CH2:23]4)[CH:17]=3)[N:12]([CH2:28][S:29][CH3:30])[CH:11]=2)=[O:9])=[CH:4][CH:3]=1.O.C1(C)C=CC(S(O)(=O)=[O:41])=CC=1.ClC1C=C(C=CC=1)C(OO)=O>ClCCl>[Cl:1][C:2]1[CH:32]=[CH:31][C:5]([CH2:6][NH:7][C:8]([C:10]2[C:19](=[O:20])[C:18]3[C:13](=[CH:14][CH:15]=[C:16]([CH2:21][N:22]4[CH2:27][CH2:26][O:25][CH2:24][CH2:23]4)[CH:17]=3)[N:12]([CH2:28][S:29]([CH3:30])=[O:41])[CH:11]=2)=[O:9])=[CH:4][CH:3]=1 |f:1.2|. Procedure: A solution of N-(4-chlorobenzyl)-1-[(methylsulfanyl)methyl]-6-(4-morpholinylmethyl)-4-oxo-1,4-dihydro-3-quinolinecarboxamide (0.14 gm) from Example No. 73 in dichloromethane (4 mL) at 0° C. is added p-toluenesulfonic acid hydrate (0.06 gm) followed by m-chloroperoxybenzoic acid (˜85%) (0.06 gm). The mixture is stirred for 1 hr. The reaction mixture is diluted with dichloromethane, washed with saturated aqueous sodium sulfite, saturated aqueous sodium bicarbonate, brine, dried (Na2SO4) and concen... Starting materials: C1CCOC1, CCC(C)S, CCc1nc(-c2ccc(OC)cc2OC)c(CC)nc1Cl, [H-], [Na+]. Product: CCc1nc(-c2ccc(OC)cc2OC)c(CC)nc1SC(C)CC. Reaction SMILES: [CH2:29]1[O:30][CH2:31][CH2:32][CH2:33]1.[CH3:3][CH:4]([CH2:5][CH3:6])[SH:7].[Cl:8][c:9]1[n:10][c:11]([CH2:27][CH3:28])[c:12](-[c:17]2[c:18]([O:25][CH3:26])[cH:19][c:20]([O:23][CH3:24])[cH:21][cH:22]2)[n:13][c:14]1[CH2:15][CH3:16].[H-:2].[Na+:1]>>[CH3:3][CH:4]([CH2:5][CH3:6])[S:7][c:9]1[n:10][c:11]([CH2:27][CH3:28])[c:12](-[c:17]2[c:18]([O:25][CH3:26])[cH:19][c:20]([O:23][CH3:24])[cH:21][cH:22]2)[n:13][c:14]1[CH2:15][CH3:16]. The reactants are C1CCOC1, COCC1CCCN1S(=O)(=O)c1ccc2c(c1)C1(OCCCO1)C(=O)N2CCC#N, CCO, [H][H], N. The product is COCC1CCCN1S(=O)(=O)c1ccc2c(c1)C1(OCCCO1)C1=NCCCN12. As a reaction SMILES: [CH2:37]1[O:38][CH2:39][CH2:40][CH2:41]1.[CH3:1][O:2][CH2:3][CH:4]1[N:5]([S:9](=[O:10])(=[O:11])[c:12]2[cH:13][c:14]3[c:15]([cH:16][cH:17]2)[N:18]([CH2:27][CH2:28][C:29]#[N:30])[C:19](=[O:26])[C:20]32[O:21][CH2:22][CH2:23][CH2:24][O:25]2)[CH2:6][CH2:7][CH2:8]1.[CH3:33][CH2:34][OH:35].[H:31][H:32].[NH3:36]>>[CH3:1][O:2][CH2:3][CH:4]1[N:5]([S:9](=[O:10])(=[O:11])[c:12]2[cH:13][c:14]3[c:15]([cH:16][cH:17]2)[N:18]2[C:19](=[N:30][CH2:29][CH2:28][CH2:27]2)[C:20]32[O:21][CH2:22][CH2:23][CH2:24][O:25]2)[CH2:6][CH2:7][CH2:8]1. Reactants: CO, Cl, [K+], O=C1CN2CCC1CC2, [OH-], O, O=Cc1cccnc1. The product is O=C1C(=Cc2cccnc2)N2CCC1CC2. RXN SMILES: [CH3:22][OH:23].[ClH:3].[K+:2].[N:4]12[CH2:5][C:6](=[O:12])[CH:7]([CH2:8][CH2:9]1)[CH2:10][CH2:11]2.[OH-:1].[OH2:21].[n:13]1[cH:14][c:15]([CH:19]=[O:20])[cH:16][cH:17][cH:18]1>>[N:4]12[C:5](=[CH:19][c:15]3[cH:14][n:13][cH:18][cH:17][cH:16]3)[C:6](=[O:12])[CH:7]([CH2:8][CH2:9]1)[CH2:10][CH2:11]2.